Dataset: the Open Reaction Database (ORD), a public repository of structured organic reaction records. Task: describe an organic reaction: reactants, conditions, products, and yield Starting materials: N1=C(C=CC2=CC=CC=C12)COC=1C=C(C=CC1)CCO (2-[3-(quinol-2-ylmethoxy)phenyl]ethanol), BrBr (bromine). Run in C(Cl)Cl (methylene chloride), C(Cl)Cl (methylene chloride). Reaction conditions: time 16 hour. Product: BrCCC1=CC(=CC=C1)OCC1=NC2=CC=CC=C2C=C1 (1-bromo-2-[3-(quinol-2-yl-methoxy) phenyl]ethane). The yield is 189.2%. As a reaction SMILES: [N:1]1[C:10]2[C:5](=[CH:6][CH:7]=[CH:8][CH:9]=2)[CH:4]=[CH:3][C:2]=1[CH2:11][O:12][C:13]1[CH:14]=[C:15]([CH2:19][CH2:20]O)[CH:16]=[CH:17][CH:18]=1.[Br:22]Br>C(Cl)Cl>[Br:22][CH2:20][CH2:19][C:15]1[CH:16]=[CH:17][CH:18]=[C:13]([O:12][CH2:11][C:2]2[CH:3]=[CH:4][C:5]3[C:10](=[CH:9][CH:8]=[CH:7][CH:6]=3)[N:1]=2)[CH:14]=1. Procedure details: 8.6 g of 2-[3-(quinol-2-ylmethoxy)phenyl]ethanol are dissolved in 200 ml of methylene chloride. There are added 9.8 g of tdphenylphosphine and then, at 10° C., 1.9 g of bromine dissolved in 50 ml of methylene chloride. Stirring is carded out at room temperature for 16 hours. The mixture is concentrated to dryness and the residue is taken up in ether. The mixture is washed with a 10% sodium carbonate solution and dried over sodium sulphate. Concentration to dryness is carded out. The residue is c...